Dataset: the Open Reaction Database (ORD), a public repository of structured organic reaction records. Task: describe an organic reaction: reactants, conditions, products, and yield Reaction SMILES: [C:23]([OH:24])(=[O:25])[O-:26].[CH3:28][C:29](=[O:30])[OH:31].[Cl:1][c:2]1[c:3]2[c:4]([n:5][c:6]3[cH:7][cH:8][cH:9][c:10](-[c:12]4[cH:13][cH:14][c:15]([NH2:16])[cH:17][cH:18]4)[c:11]13)[cH:19][n:20][n:21]2[CH3:22].[Na+:27]>>[ClH:1].[c:2]1(=[O:24])[c:3]2[c:4]([nH:5][c:6]3[cH:7][cH:8][cH:9][c:10](-[c:12]4[cH:13][cH:14][c:15]([NH2:16])[cH:17][cH:18]4)[c:11]13)[cH:19][n:20][n:21]2[CH3:22]. Reactants: O=C([O-])O, CC(=O)O, Cn1ncc2nc3cccc(-c4ccc(N)cc4)c3c(Cl)c21, [Na+]. Yields the product Cl, Cn1ncc2[nH]c3cccc(-c4ccc(N)cc4)c3c(=O)c21. Starting materials: CC(=O)Cl, CCOC(=O)CC(Cc1ccccc1)C(=O)OCC. The product is O=C1CC(Cc2ccccc2)C(=O)O1. RXN SMILES: [CH3:20][C:21](=[O:22])[Cl:23].[c:1]1([CH2:7][CH:8]([CH2:9][C:10]([O:12][CH2:14][CH3:18])=[O:19])[C:15](=[O:16])[O:17][CH2:11][CH3:13])[cH:2][cH:3][cH:4][cH:5][cH:6]1>>[c:1]1([CH2:7][CH:8]2[CH2:9][C:10](=[O:12])[O:17][C:15]2=[O:16])[cH:2][cH:3][cH:4][cH:5][cH:6]1. The reactants are CCO, [H][H], OCCCC#Cc1cccc2ccccc12. Product: OCCCCCc1cccc2ccccc12. RXN SMILES: [CH3:19][CH2:20][OH:21].[H:17][H:18].[c:1]1([C:11]#[C:12][CH2:13][CH2:14][CH2:15][OH:16])[cH:2][cH:3][cH:4][c:5]2[cH:6][cH:7][cH:8][cH:9][c:10]12>>[c:1]1([CH2:11][CH2:12][CH2:13][CH2:14][CH2:15][OH:16])[cH:2][cH:3][cH:4][c:5]2[cH:6][cH:7][cH:8][cH:9][c:10]12. Reactants: CCOC(=O)/N=N/C(=O)OCC (DEAD), C(C)OC(=O)C=1NC2=CC=CC(=C2C1)O (4-Hydroxy-1H-indole-2-carboxylic acid ethyl ester), C1(=CC=CC=C1)P(C1=CC=CC=C1)C1=CC=CC=C1 (triphenylphosphine), CC(C(C)O)C (3-Methyl-butan-2-ol). The solvent is C1CCOC1 (THF). Reaction conditions: time 3 day. The product is C(C)OC(=O)C=1NC2=CC=CC(=C2C1)OC(C(C)C)C (4-(1,2-Dimethyl-propoxy)-1H-indole-2-carboxylic acid ethyl ester). RXN SMILES: CCOC(/N=N/C(OCC)=O)=O.[CH2:13]([O:15][C:16]([C:18]1[NH:19][C:20]2[C:25]([CH:26]=1)=[C:24]([OH:27])[CH:23]=[CH:22][CH:21]=2)=[O:17])[CH3:14].C1(P(C2C=CC=CC=2)C2C=CC=CC=2)C=CC=CC=1.[CH3:47][CH:48]([CH3:52])[CH:49](O)[CH3:50]>C1COCC1>[CH2:13]([O:15][C:16]([C:18]1[NH:19][C:20]2[C:25]([CH:26]=1)=[C:24]([O:27][CH:49]([CH3:50])[CH:48]([CH3:52])[CH3:47])[CH:23]=[CH:22][CH:21]=2)=[O:17])[CH3:14]. Procedure: DEAD (5.3 ml, 34.1 mmol) is slowly added to a solution of 4-Hydroxy-1H-indole-2-carboxylic acid ethyl ester 79 (5 g, 24.36 mmol), triphenylphosphine (8.95 g, 34.1 mmol) and 3-Methyl-butan-2-ol (3.58 ml, 33.13 mmol) in 50 ml of THF, so that the temperature always remained below 30° C. Stirring is continued for 3 days and the solvent is then evaporated. The crude mixture is purified by chromatography on silicagel using first cyclohexane as eluent, then increasing amounts of EtOAc (from 5% to 50%). Starting materials: CC1=CC=C(OC(C(=O)OC)C2=C(C=CC=C2)Cl)C=C1 (Methyl 2-(4-methylphenoxy)-2-(2'-chlorophenyl)acetate), BrN1C(CCC1=O)=O (N-bromosuccinimide), CC(C)(C#N)N=NC(C)(C)C#N (AIBN). The solvent is C(Cl)(Cl)(Cl)Cl (CCl4). Yields the product BrCC1=CC=C(OC(C(=O)OC)C2=C(C=CC=C2)Cl)C=C1 (Methyl 2-(4-bromomethylphenoxy)-2-(2'-chlorophenyl)acetate). The yield is 73.0%. As a reaction SMILES: [CH3:1][C:2]1[CH:20]=[CH:19][C:5]([O:6][CH:7]([C:12]2[CH:17]=[CH:16][CH:15]=[CH:14][C:13]=2[Cl:18])[C:8]([O:10][CH3:11])=[O:9])=[CH:4][CH:3]=1.[Br:21]N1C(=O)CCC1=O.CC(N=NC(C#N)(C)C)(C#N)C>C(Cl)(Cl)(Cl)Cl>[Br:21][CH2:1][C:2]1[CH:3]=[CH:4][C:5]([O:6][CH:7]([C:12]2[CH:17]=[CH:16][CH:15]=[CH:14][C:13]=2[Cl:18])[C:8]([O:10][CH3:11])=[O:9])=[CH:19][CH:20]=1. Procedure: A solution of the product of Example 3, Step B (0.2 g, 0.69 mmol), N-bromosuccinimide (117 mg, 166 mmol) and a catalytic amount of AIBN in 2 ml CCl4 was refluxed for 30 minutes. The reaction mixture was concentrated in vacuo and chromatographed on silica gel (125×20 mm) eluting with 5% ethyl acetate in hexane. The product was isolated in a 73% yield (186 mg). Procedure: A stirred mixture of 18.0 g of 3-dimethylamino-3'-nitroacrylophenone (prepared as described in Example 10) and 10.30 g of 4-amino-5-imidazolecarboxamide hydrochloride in 450 ml of glacial acetic acid was heated at reflux for 24 hours. Upon standing at room temperature a crystalline precipitate was formed. The precipitate was collected, washed with saturated sodium bicarbonate solution and then with water to give 13.1 g of product. The material was recrystallized from methanol-chloroform by the a... Yields the product [N+](=O)([O-])C=1C=C(C=CC1)C1=CC=NC=2N1C=NC2C(=O)N (4-(3-Nitrophenyl)imidazo[1,5-a]pyrimidine-8-carboxamide). Reactants: CN(C=CC(=O)C1=CC(=CC=C1)[N+](=O)[O-])C (3-dimethylamino-3'-nitroacrylophenone), Cl.NC=1N=CNC1C(=O)N (4-amino-5-imidazolecarboxamide hydrochloride). RXN SMILES: C[N:2]([CH3:16])[CH:3]=[CH:4][C:5]([C:7]1[CH:12]=[CH:11][CH:10]=[C:9]([N+:13]([O-:15])=[O:14])[CH:8]=1)=O.Cl.NC1[N:20]=[CH:21][NH:22][C:23]=1[C:24]([NH2:26])=[O:25]>C(O)(=O)C>[N+:13]([C:9]1[CH:8]=[C:7]([C:5]2[N:20]3[CH:21]=[N:22][C:23]([C:24]([NH2:26])=[O:25])=[C:16]3[N:2]=[CH:3][CH:4]=2)[CH:12]=[CH:11][CH:10]=1)([O-:15])=[O:14] |f:1.2|. The solvent is C(C)(=O)O (acetic acid). The yield is 73.0%.